This data is from the Open Reaction Database (ORD), a public repository of structured organic reaction records. The task is: describe an organic reaction: reactants, conditions, products, and yield As a reaction SMILES: [CH3:11][N:12]([CH3:13])[C:14]([N:15]([CH3:16])[CH3:17])=[NH:18].[CH3:20][C:21]#[N:22].[CH3:23][C:24](=[O:25])[OH:26].[CH:1](=[CH2:2])[C:3](=[O:4])[CH2:5][CH3:6].[N+:7](=[O:8])([O-:9])[CH3:10].[OH2:19]>>[CH2:1]([CH2:2][CH2:10][N+:7](=[O:8])[O-:9])[C:3](=[O:4])[CH2:5][CH3:6]. Starting materials: CN(C)C(=N)N(C)C, CC#N, CC(=O)O, C=CC(=O)CC, C[N+](=O)[O-], O. Yields the product CCC(=O)CCC[N+](=O)[O-].